Dataset: the Open Reaction Database (ORD), a public repository of structured organic reaction records. Task: describe an organic reaction: reactants, conditions, products, and yield The reactants are NC=1C=CC(=NC1)C(=O)O (5-Aminopyridine-2-carboxylic acid), CO (MeOH), S(O)(O)(=O)=O (sulfuric acid). Product: NC=1C=CC(=NC1)C(=O)OC (Methyl 5-aminopyridine-2-carboxylate). As a reaction SMILES: [NH2:1][C:2]1[CH:3]=[CH:4][C:5]([C:8]([OH:10])=[O:9])=[N:6][CH:7]=1.S(=O)(=O)(O)O.[CH3:16]O>>[NH2:1][C:2]1[CH:3]=[CH:4][C:5]([C:8]([O:10][CH3:16])=[O:9])=[N:6][CH:7]=1. Procedure: 5-Aminopyridine-2-carboxylic acid (1.60 g, 11.6 mmol) was dissolved in MeOH (100 mL) and concentrated sulfuric acid (1.7 mL, 12.8 mmol) was added and the mixture was heated to 80 C for 5 hours. The reaction mixture was concentrated under vacuum, neutralised by adding 1M aq. sodium bicarbonate and extracted with EtOAc. The organic layer was dried over sodium sulfate and concentrated under vacuum to afford the title compound as a pale yellow solid (1.813 g, quant.). Method B HPLC-MS: MH+ requires ... Procedure details: The title compound was prepared from rac-[1-(3-chloro-4-methyl-phenyl)-2-(4-hydroxy-phenyl)-2-oxo-ethyl]-carbamic acid tert-butyl ester and rac-3-hydroxy-tetrahydrofuran in analogy to Example 9c): MS (ISN): 444.3 (M−H)−. RXN SMILES: [C:1]([O:5][C:6](=[O:26])[NH:7][CH:8]([C:18]1[CH:23]=[CH:22][C:21]([CH3:24])=[C:20]([Cl:25])[CH:19]=1)[C:9]([C:11]1[CH:16]=[CH:15][C:14]([OH:17])=[CH:13][CH:12]=1)=[O:10])([CH3:4])([CH3:3])[CH3:2].O[CH:28]1[CH2:32][CH2:31][O:30][CH2:29]1>>[C:1]([O:5][C:6](=[O:26])[NH:7][CH:8]([C:18]1[CH:23]=[CH:22][C:21]([CH3:24])=[C:20]([Cl:25])[CH:19]=1)[C:9](=[O:10])[C:11]1[CH:16]=[CH:15][C:14]([O:17][CH:28]2[CH2:32][CH2:31][O:30][CH2:29]2)=[CH:13][CH:12]=1)([CH3:4])([CH3:2])[CH3:3]. The reactants are C(C)(C)(C)OC(NC(C(=O)C1=CC=C(C=C1)O)C1=CC(=C(C=C1)C)Cl)=O (rac-[1-(3-chloro-4-methyl-phenyl)-2-(4-hydroxy-phenyl)-2-oxo-ethyl]-carbamic acid tert-butyl ester), OC1COCC1 (rac-3-hydroxy-tetrahydrofuran). The product is C(C)(C)(C)OC(NC(C(C1=CC=C(C=C1)OC1COCC1)=O)C1=CC(=C(C=C1)C)Cl)=O (rac-[1-(3-Chloro-4-methyl-phenyl)-2-oxo-2-[4-(tetrahydro-furan-3-yloxy)-phenyl]-ethyl]-carbamic acid tert-butyl ester). Reactants: C1(CC1)NC1=NC=CC=C1C(=O)NC=1C(=NC=CC1C)OC (2-(cyclopropylamino)-N-(2-methoxy-4-methyl-3-pyridinyl)-3-pyridinecarboxamide), solution, C[Si](C)(C)[N-][Si](C)(C)C.[Na+] (NaHMDS). Run in N1=CC=CC=C1 (pyridine). Conditions: temperature 90 celsius. The product is CC1=CC=NC2=C1NC(C1=C(N2)N=CC=C1)=O (5,11-dihydro-4-methyl-6H-dipyrido[3,2-b:2',3'-e][1,4]diazepin-6-one). Yield: 91.0%. Reaction SMILES: C1([NH:4][C:5]2[C:10]([C:11]([NH:13][C:14]3[C:15](OC)=[N:16][CH:17]=[CH:18][C:19]=3[CH3:20])=[O:12])=[CH:9][CH:8]=[CH:7][N:6]=2)CC1.C[Si]([N-][Si](C)(C)C)(C)C.[Na+]>N1C=CC=CC=1>[CH3:20][C:19]1[C:14]2[NH:13][C:11](=[O:12])[C:10]3[CH:9]=[CH:8][CH:7]=[N:6][C:5]=3[NH:4][C:15]=2[N:16]=[CH:17][CH:18]=1 |f:1.2|. Reported procedure: A solution of 2-(cyclopropylamino)-N-(2-methoxy-4-methyl-3-pyridinyl)-3-pyridinecarboxamide (0.3 g, 1 mmol) in 2 mL of dry pyridine under an argon atmosphere was treated with 2.2 mL of a 1.0M solution of NaHMDS. The solution was then warmed to 90° C. for 6 h. Upon cooling, the mixture was partitioned between EtOAc and 0.5N HCl. The EtOAc layer was then washed further with 0.5N HCl, dried (MgSO4) and concentrated. The residue was purified by flash chromatography on silica gel (1:1 EtOAc:Hexanes) ... Starting materials: CC(C)(C)OC(=O)NC(CC(F)(F)F)C(O)C(=O)O, Cc1ccc(N)c(C)c1, CCN=C=NCCCN(C)C, CCOCC, ClCCl, Cl, On1nnc2ccccc21. The product is Cc1ccc(NC(=O)C(O)C(CC(F)(F)F)NC(=O)OC(C)(C)C)c(C)c1. Reaction SMILES: [C:1]([CH3:2])([CH3:3])([CH3:4])[O:5][C:6](=[O:7])[NH:8][CH:9]([CH:10]([C:11](=[O:12])[OH:13])[OH:14])[CH2:15][C:16]([F:17])([F:18])[F:19].[CH3:20][c:21]1[cH:22][cH:23][c:24]([NH2:25])[c:26]([CH3:27])[cH:28]1.[CH3:30][N:31]([CH3:32])[CH2:33][CH2:34][CH2:35][N:36]=[C:37]=[N:38][CH2:39][CH3:40].[CH3:54][CH2:55][O:56][CH2:57][CH3:58].[Cl:51][CH2:52][Cl:53].[ClH:29].[OH:41][n:42]1[c:43]2[cH:44][cH:45][cH:46][cH:47][c:48]2[n:49][n:50]1>>[C:1]([CH3:2])([CH3:3])([CH3:4])[O:5][C:6](=[O:7])[NH:8][CH:9]([CH:10]([C:11](=[O:13])[NH:25][c:24]1[cH:23][cH:22][c:21]([CH3:20])[cH:28][c:26]1[CH3:27])[OH:14])[CH2:15][C:16]([F:17])([F:18])[F:19]. Run at time 12 hour. Starting materials: [Si](C1=CC=CC=C1)(C1=CC=CC=C1)(C(C)(C)C)OC(CCC(C)C1(C(C(CC1)/C=C/C=C1CC(CC(C1)O[Si](C)(C)C(C)(C)C)O[Si](C)(C)C(C)(C)C)(C)C)C)C(C)C (5-{(E)-3-[3-(4-tert-butyldiphenylsilyloxy-1,5-dimethyl-hexyl)-2,2,3-trimethyl-cyclopentyl]-allylidene}-1,3-bis(tert-butyl-dimethylsilyloxy)-cyclohexane), [N+](CCCC)(CCCC)(CCCC)CCCC.[F-] (n-Bu4NF). The product is O[C@@H](CC[C@H](C)C1(C([C@@H](CC1)/C=C/C=C1C[C@H](C[C@@H](C1)O)O)(C)C)C)C(C)C ((1R,3R)-5-{(E)-3-[(S)-3-((S)-4-hydroxy-1-(S)-methyl-5-methyl-hexyl)-2,2,3-trimethyl-cyclopentyl]-allylidene}-cyclohexane-1,3-diol). The yield is 44.0%. RXN SMILES: [Si]([O:18][CH:19]([CH:57]([CH3:59])[CH3:58])[CH2:20][CH2:21][CH:22]([C:24]1([CH3:56])[CH2:28][CH2:27][CH:26](/[CH:29]=[CH:30]/[CH:31]=[C:32]2[CH2:37][CH:36]([O:38][Si](C(C)(C)C)(C)C)[CH2:35][CH:34]([O:46][Si](C(C)(C)C)(C)C)[CH2:33]2)[C:25]1([CH3:55])[CH3:54])[CH3:23])(C(C)(C)C)(C1C=CC=CC=1)C1C=CC=CC=1.[N+](CCCC)(CCCC)(CCCC)CCCC.[F-]>C1COCC1>[OH:18][C@H:19]([CH:57]([CH3:59])[CH3:58])[CH2:20][CH2:21][C@@H:22]([C:24]1([CH3:56])[CH2:28][CH2:27][C@@H:26](/[CH:29]=[CH:30]/[CH:31]=[C:32]2[CH2:33][C@@H:34]([OH:46])[CH2:35][C@H:36]([OH:38])[CH2:37]2)[C:25]1([CH3:55])[CH3:54])[CH3:23] |f:1.2|. Solvent: C1CCOC1 (THF). Procedure: To a solution of intermediate (21) (0.14 mmol) in THF (4 mL) was added n-Bu4NF (1 M solution in THF; 2.1 mL, 2.1 mmol). The reaction mixture was stirred at room temperature for 12 hours and then loaded onto a silica gel column. The reaction product was eluted (n-pentane/Me2CO) and further purified by HPLC over silica to afford 0.0035 g, (44% yield) of the desired product (22) which was characterized as follows: The reactants are N1=CC=CC=2CCCCC12 (5,6,7,8-tetrahydroquinoline), C1(=CC=CC=C1)[Li] (phenyl lithium), [Li]C1CCCC=2C=CC=NC12 (8-lithio-5,6,7,8-tetrahydroquinoline), BrC1=CC=CC=C1 (bromobenzene), [Li] (lithium), C(=O)=O (CO2). Run in CCOCC (ether), CCOCC (ether). Run at time 1 hour. Yields the product COC(=O)C1CCCC=2C=CC=NC12 (methyl-5,6,7,8-tetrahydroquinoline-8-carboxylate). Reaction SMILES: [N:1]1[C:10]2[CH2:9][CH2:8][CH2:7][CH2:6][C:5]=2[CH:4]=[CH:3][CH:2]=1.C1([Li])C=CC=CC=1.BrC1C=CC=CC=1.[Li].[Li][CH:27]1C2N=CC=CC=2CCC1.[C:37](=[O:39])=[O:38]>CCOCC>[CH3:27][O:38][C:37]([CH:9]1[C:10]2[N:1]=[CH:2][CH:3]=[CH:4][C:5]=2[CH2:6][CH2:7][CH2:8]1)=[O:39] |^1:24|. Procedure details: A solution of 5,6,7,8-tetrahydroquinoline (14 g.) in dry ether (100 ml.) was added dropwise over 1/2 hour to an ethereal solution of phenyl lithium (prepared from bromobenzene (42 g.) and lithium (3.7 g.) in dry ether (300 ml.) and the reaction mixture stirred at room temperature for a further one hour. The cooled reaction mixture containing 8-lithio-5,6,7,8-tetrahydroquinoline was saturated with dry CO2 gas, evaporated in vacuo and the residue treated with methanol previously saturated with dry... Starting materials: NC=1C=C2C(C(N(C2=CC1[N+](=O)[O-])CCCCC)=O)(C)C (5-Amino-3,3-dimethyl-6-nitro-1-pentyl-1,3-dihydro-indol-2-one), C1(=CC=CC=C1)CCCC(=O)Cl (4-phenyl-butyryl chloride), C(C)I (ethyl iodide). Product: C(C)N1C(=NC=2C1=CC=1C(C(N(C1C2)CCCCC)=O)(C)C)CCCC2=CC=CC=C2 (1-Ethyl-7,7-dimethyl-5-pentyl-2-(3-phenyl-propyl)-5,7-dihydro-1H-imidazo[4,5-f]indol-6-one). Yield: 12.6%. Reaction SMILES: [NH2:1][C:2]1[CH:3]=[C:4]2[C:8](=[CH:9][C:10]=1[N+:11]([O-])=O)[N:7]([CH2:14][CH2:15][CH2:16][CH2:17][CH3:18])[C:6](=[O:19])[C:5]2([CH3:21])[CH3:20].[C:22]1([CH2:28][CH2:29][CH2:30][C:31](Cl)=O)[CH:27]=[CH:26][CH:25]=[CH:24][CH:23]=1.[CH2:34](I)[CH3:35]>>[CH2:34]([N:1]1[C:2]2=[CH:3][C:4]3[C:5]([CH3:21])([CH3:20])[C:6](=[O:19])[N:7]([CH2:14][CH2:15][CH2:16][CH2:17][CH3:18])[C:8]=3[CH:9]=[C:10]2[N:11]=[C:31]1[CH2:30][CH2:29][CH2:28][C:22]1[CH:27]=[CH:26][CH:25]=[CH:24][CH:23]=1)[CH3:35]. Procedure: 1-Ethyl-7,7-dimethyl-5-pentyl-2-(3-phenyl-propyl)-5,7-dihydro-1H-imidazo[4,5-f]indol-6-one (36 mg) is synthesized from A8 (200 mg), freshly prepared 4-phenyl-butyryl chloride (150 mg; 0.82 mmol) and ethyl iodide (70 μl; 0.87 mmol) as described in Example 57.